This data is from the Open Reaction Database (ORD), a public repository of structured organic reaction records. The task is: describe an organic reaction: reactants, conditions, products, and yield Starting materials: CC=Cc1cc(C(OCc2ccccc2)(C(F)(F)F)C(F)(F)F)ccc1N1CCN(C(=O)CBr)CC1C, CC1(c2ccc3c(c2)OCC3)NC(=O)NC1=O, CC1(c2cnc3c(c2)OCCO3)NC(=O)NC1=O. Product: CC=Cc1cc(C(OCc2ccccc2)(C(F)(F)F)C(F)(F)F)ccc1N1CCN(C(=O)CN2C(=O)NC(C)(c3cnc4c(c3)OCCO4)C2=O)CC1C. RXN SMILES: [CH2:1]([c:2]1[cH:3][cH:4][cH:5][cH:6][cH:7]1)[O:8][C:9]([C:10]([F:11])([F:12])[F:13])([C:14]([F:15])([F:16])[F:17])[c:18]1[cH:19][c:20]([CH:35]=[CH:36][CH3:37])[c:21]([N:24]2[CH:25]([CH3:34])[CH2:26][N:27]([C:30]([CH2:31][Br:32])=[O:33])[CH2:28][CH2:29]2)[cH:22][cH:23]1.[O:38]1[c:39]2[cH:40][c:41]([C:42]3([CH3:43])[NH:44][C:45](=[O:46])[NH:47][C:48]3=[O:49])[cH:50][cH:51][c:52]2[CH2:53][CH2:54]1.[O:55]1[CH2:56][CH2:57][O:58][c:59]2[n:60][cH:61][c:62]([C:65]3([CH3:72])[C:66](=[O:71])[NH:67][C:68](=[O:70])[NH:69]3)[cH:63][c:64]21>>[CH2:1]([c:2]1[cH:3][cH:4][cH:5][cH:6][cH:7]1)[O:8][C:9]([C:10]([F:11])([F:12])[F:13])([C:14]([F:15])([F:16])[F:17])[c:18]1[cH:19][c:20]([CH:35]=[CH:36][CH3:37])[c:21]([N:24]2[CH:25]([CH3:34])[CH2:26][N:27]([C:30]([CH2:31][N:67]3[C:66](=[O:71])[C:65]([c:62]4[cH:61][n:60][c:59]5[c:64]([cH:63]4)[O:55][CH2:56][CH2:57][O:58]5)([CH3:72])[NH:69][C:68]3=[O:70])=[O:33])[CH2:28][CH2:29]2)[cH:22][cH:23]1. Reactants: NC1=CC=C(C(=O)N(C2=C(C=CC(=C2)OC)OC)CCN2CCC(CC2)C(C2=CC=C(C=C2)F)=O)C=C1 (4-amino-N-{2-[4-(4-fluorobenzoyl)piperidino]ethyl}-N-(2,5-dimethoxyphenyl)benzamide), C(C)(=O)OC(C)=O (acetic anhydride). The product is C(C)(=O)NC1=CC=C(C(=O)N(C2=C(C=CC(=C2)OC)OC)CCN2CCC(CC2)C(C2=CC=C(C=C2)F)=O)C=C1 (4-Acetylamino-N-{2-[4-(4-fluorobenzoyl)piperidino]ethyl}-N-(2,5-dimethoxyphenyl)benzamide). Yield: 70.9%. RXN SMILES: [NH2:1][C:2]1[CH:37]=[CH:36][C:5]([C:6]([N:8]([CH2:19][CH2:20][N:21]2[CH2:26][CH2:25][CH:24]([C:27](=[O:35])[C:28]3[CH:33]=[CH:32][C:31]([F:34])=[CH:30][CH:29]=3)[CH2:23][CH2:22]2)[C:9]2[CH:14]=[C:13]([O:15][CH3:16])[CH:12]=[CH:11][C:10]=2[O:17][CH3:18])=[O:7])=[CH:4][CH:3]=1.[C:38](OC(=O)C)(=[O:40])[CH3:39]>>[C:38]([NH:1][C:2]1[CH:3]=[CH:4][C:5]([C:6]([N:8]([CH2:19][CH2:20][N:21]2[CH2:22][CH2:23][CH:24]([C:27](=[O:35])[C:28]3[CH:29]=[CH:30][C:31]([F:34])=[CH:32][CH:33]=3)[CH2:25][CH2:26]2)[C:9]2[CH:14]=[C:13]([O:15][CH3:16])[CH:12]=[CH:11][C:10]=2[O:17][CH3:18])=[O:7])=[CH:36][CH:37]=1)(=[O:40])[CH3:39]. Procedure: Using 4-amino-N-{2-[4-(4-fluorobenzoyl)piperidino]ethyl}-N-(2,5-dimethoxyphenyl)benzamide (170.0 mg, 0.34 mmol) and acetic anhydride (0.16 ml, 1.70 mmol), the procedure of Inventive Example 94 was repeated to obtain 132.0 mg (71.5%) of the title compound in a colorless amorphous form. Starting materials: Cl (HCl), C(C)OC([C@@H](C[C@@H](CC1=CC=C(C=C1)C1=CC(=CC=C1)Cl)N)O)=O ((2R,4R)-4-amino-5-(3′-chlorobiphenyl-4-yl)-2-hydroxypentanoic acid ethyl ester). Conditions: temperature 100 celsius, time 2 hour. Product: N[C@@H](C[C@H](C(=O)O)O)CC1=CC=C(C=C1)C1=CC(=CC=C1)Cl ((2R,4R)-4-Amino-5-(3′-chlorobiphenyl-4-yl)-2-hydroxypentanoic Acid). The yield is 0.1%. Reaction SMILES: Cl.C([O:4][C:5](=[O:25])[C@H:6]([OH:24])[CH2:7][C@H:8]([NH2:23])[CH2:9][C:10]1[CH:15]=[CH:14][C:13]([C:16]2[CH:21]=[CH:20][CH:19]=[C:18]([Cl:22])[CH:17]=2)=[CH:12][CH:11]=1)C>>[NH2:23][C@H:8]([CH2:9][C:10]1[CH:15]=[CH:14][C:13]([C:16]2[CH:21]=[CH:20][CH:19]=[C:18]([Cl:22])[CH:17]=2)=[CH:12][CH:11]=1)[CH2:7][C@@H:6]([OH:24])[C:5]([OH:25])=[O:4]. Reported procedure: 1 M aqueous HCl (2.0 mmol) was added to (2R,4R)-4-amino-5-(3′-chlorobiphenyl-4-yl)-2-hydroxypentanoic acid ethyl ester (150.0 mg, 431 mmol) and the mixture was stirred at 100° C. for 2 hours. The mixture was concentrated under vacuum for 3 hours and the residue was purified by reverse phase preparative HPLC to yield the title compound (117 mg) as a white solid. Starting materials: CC#N, O=C=NC(=O)c1cc(F)c(F)cc1Cl, Nc1ccccc1-c1nc2ccccc2[nH]1. The product is O=C(NC(=O)c1cc(F)c(F)cc1Cl)Nc1ccccc1-c1nc2ccccc2[nH]1. As a reaction SMILES: [CH3:31][C:32]#[N:33].[Cl:1][c:2]1[c:3]([C:4](=[O:5])[N:6]=[C:7]=[O:8])[cH:9][c:10]([F:14])[c:11]([F:13])[cH:12]1.[nH:15]1[c:16](-[c:24]2[c:25]([NH2:30])[cH:26][cH:27][cH:28][cH:29]2)[n:17][c:18]2[c:19]1[cH:20][cH:21][cH:22][cH:23]2>>[Cl:1][c:2]1[c:3]([C:4](=[O:5])[NH:6][C:7](=[O:8])[NH:30][c:25]2[c:24](-[c:16]3[nH:15][c:19]4[c:18]([n:17]3)[cH:23][cH:22][cH:21][cH:20]4)[cH:29][cH:28][cH:27][cH:26]2)[cH:9][c:10]([F:14])[c:11]([F:13])[cH:12]1. Reaction SMILES: [CH3:15][CH2:16][OH:17].[Cl:2][c:3]1[cH:4][cH:5][c:6]([NH:9][NH2:10])[cH:7][cH:8]1.[ClH:1].[NH4+:14].[S-:11][C:12]#[N:13]>>[Cl:2][c:3]1[cH:4][cH:5][c:6]([NH:9][NH:10][C:12](=[S:11])[NH2:13])[cH:7][cH:8]1. Starting materials: CCO, NNc1ccc(Cl)cc1, Cl, [NH4+], N#C[S-]. The product is NC(=S)NNc1ccc(Cl)cc1.